This data is from the Open Reaction Database (ORD), a public repository of structured organic reaction records. The task is: describe an organic reaction: reactants, conditions, products, and yield The reactants are C(#N)C1=CC(=C(N)C=C1F)F (4-cyano-2,5-difluoro-aniline), C(=S)(Cl)Cl (thiophosgene). Solvent: C1(=CC=CC=C1)C (toluene). Yields the product C(#N)C1=CC(=C(C=C1F)N=C=S)F (4-cyano-2,5-difluoro-phenyl isothiocyanate). Reaction SMILES: [C:1]([C:3]1[C:9]([F:10])=[CH:8][C:6]([NH2:7])=[C:5]([F:11])[CH:4]=1)#[N:2].[C:12](Cl)(Cl)=[S:13]>C1(C)C=CC=CC=1>[C:1]([C:3]1[C:9]([F:10])=[CH:8][C:6]([N:7]=[C:12]=[S:13])=[C:5]([F:11])[CH:4]=1)#[N:2]. Reported procedure: 10.0 g (65 mmol) of 4-cyano-2,5-difluoro-aniline are introduced into 100 ml of toluene and 8.2 g (71 mmol) of thiophosgene are slowly added to the mixture heated to 80° C. to 90° C. The reaction mixture is then refluxed for approximately 40 hours. Then, after the solvent has been carefully distilled off under reduced pressure, the product (4-cyano-2,5-difluoro-phenyl isothiocyanate) is obtained as an ochre colourant. Reactants: C(C)C1=CC=C2C(C(=C(OC2=C1)C1=CC(=C(C(=C1)OC)OC)OC)O)=O (7-Ethyl-3-hydroxy-2-(3,4,5-trimethoxy-phenyl)-chromen-4-one), B(Br)(Br)Br (boron tribromide), O (Water), CO (methanol). Run in ClCCl (dichloromethane), ClCCl (dichloromethane). Run at time 21 hour. The product is C(C)C1=CC=C2C(C(=C(OC2=C1)C1=CC(=C(C(=C1)O)O)O)O)=O (7-Ethyl-3-hydroxy-2-(3,4,5-trihydroxy-phenyl)-chromen-4-one). RXN SMILES: [CH2:1]([C:3]1[CH:12]=[C:11]2[C:6]([C:7](=[O:26])[C:8]([OH:25])=[C:9]([C:13]3[CH:18]=[C:17]([O:19]C)[C:16]([O:21]C)=[C:15]([O:23]C)[CH:14]=3)[O:10]2)=[CH:5][CH:4]=1)[CH3:2].B(Br)(Br)Br.CO.O>ClCCl>[CH2:1]([C:3]1[CH:12]=[C:11]2[C:6]([C:7](=[O:26])[C:8]([OH:25])=[C:9]([C:13]3[CH:14]=[C:15]([OH:23])[C:16]([OH:21])=[C:17]([OH:19])[CH:18]=3)[O:10]2)=[CH:5][CH:4]=1)[CH3:2]. Procedure details: To a stirring solution of 26 (0.504 g, 1.4.mmol) in dichloromethane (50 ml) under Ar at 0° C. was added boron tribromide in dichloromethane (1.0M, 10 ml, 10 mmol, 7 equ). The mixture was warmed to room temperature and then stirred for 21 hours. The reaction was then cooled to 10° C. and methanol (10 ml) added. The reaction was heated to reflux for 3 hours, then concentrated in vacuo to give an orange solid. Water (50 ml) was added and stirred for two hours then left to stand overnight then 9c (0...